Dataset: the Open Reaction Database (ORD), a public repository of structured organic reaction records. Task: describe an organic reaction: reactants, conditions, products, and yield Reactants: C(C)OP(=O)(OCC)COCCN1C=2N=C(NC(C2N=C1)=O)N (9-(2-(diethylphosphonomethoxy)ethyl)guanine), Cl (hydrochloric acid). Solvent: [OH-].[Na+] (sodium hydroxide). Reaction conditions: time 1 hour. Yields the product C(C)OP(=O)(O)COCCN1C=2N=C(NC(C2N=C1)=O)N (9-(2-(ethylphosphonomethoxy)ethyl)guanine). Isolated yield 83.0%. Reaction SMILES: [CH2:1]([O:3][P:4]([CH2:9][O:10][CH2:11][CH2:12][N:13]1[CH:21]=[N:20][C:19]2[C:18](=[O:22])[NH:17][C:16]([NH2:23])=[N:15][C:14]1=2)([O:6]CC)=[O:5])[CH3:2].Cl>[OH-].[Na+]>[CH2:1]([O:3][P:4]([CH2:9][O:10][CH2:11][CH2:12][N:13]1[CH:21]=[N:20][C:19]2[C:18](=[O:22])[NH:17][C:16]([NH2:23])=[N:15][C:14]1=2)([OH:6])=[O:5])[CH3:2] |f:2.3|. Procedure: 9-(2-(diethylphosphonomethoxy)ethyl)guanine (0.198 g, 0.57 mmol) was dissolved in 15 mL of 1N sodium hydroxide solution and the mixture was stirred at room temperature for 1 hour. The solution was then acidified with 10% aqueous hydrochloric acid to pH 1 and concentrated in vacuo. Residual salts were removed by reverse phase column chromatography (C18 adsorbent, elution with water) to provide 0.150 g of 9-(2-(ethylphosphonomethoxy)ethyl)guanine as a white crystalline solid, mp=192.5°-193.5° C. Starting materials: Cl (Hydrochloric acid), C1(=CC=CC=C1)C (toluene), [H-].C(C(C)C)[Al+]CC(C)C (diisobutylaluminum hydride), CC=1N(C(=CC1C(=O)OCC)C1=CC=CC=C1)S(=O)(=O)C1=CC(=CC=C1)C (ethyl 2-methyl-1-[(3-methylphenyl)sulfonyl]-5-phenyl-1H-pyrrole-3-carboxylate). Run in O1CCCC1 (tetrahydrofuran). Run at temperature -78 celsius, time 30 minute. Yields the product CC=1N(C(=CC1C=O)C1=CC=CC=C1)S(=O)(=O)C1=CC(=CC=C1)C (2-Methyl-1-[(3-methylphenyl)sulfonyl]-5-phenyl-1H-pyrrole-3-carbaldehyde). Isolated yield 48.0%. As a reaction SMILES: [CH3:1][C:2]1[N:3]([S:18]([C:21]2[CH:26]=[CH:25][CH:24]=[C:23]([CH3:27])[CH:22]=2)(=[O:20])=[O:19])[C:4]([C:12]2[CH:17]=[CH:16][CH:15]=[CH:14][CH:13]=2)=[CH:5][C:6]=1[C:7](OCC)=[O:8].C1(C)C=CC=CC=1.[H-].C([Al+]CC(C)C)C(C)C.Cl>O1CCCC1>[CH3:1][C:2]1[N:3]([S:18]([C:21]2[CH:26]=[CH:25][CH:24]=[C:23]([CH3:27])[CH:22]=2)(=[O:19])=[O:20])[C:4]([C:12]2[CH:13]=[CH:14][CH:15]=[CH:16][CH:17]=2)=[CH:5][C:6]=1[CH:7]=[O:8] |f:2.3|. Procedure details: A solution (10 mL) of ethyl 2-methyl-1-[(3-methylphenyl)sulfonyl]-5-phenyl-1H-pyrrole-3-carboxylate (588 mg) in tetrahydrofuran was cooled to −78° C., a 1.5 mol/L toluene solution (3.00 mL) of diisobutylaluminum hydride was added dropwise. After completion of the dropwise addition, the mixture was stirred at −78° C. for 30 min, and at room temperature for 30 min. 1 mol/l Hydrochloric acid (10 mL) was added to the reaction mixture and extracted with ethyl acetate. The extract was washed with satu... Starting materials: C(C)(C)(C)OC(NC1=NC(=C(C(=C1)C)CNC(=O)C1=NC(=NO1)CC1=CC=CC=C1)C)=O ((5-{[(3-Benzyl-[1,2,4]oxadiazole-5-carbonyl)-amino]-methyl}-4,6-dimethyl-pyridin-2-yl)-carbamic acid tert-butyl ester), C(=O)(C(F)(F)F)O (TFA). Solvent: C(Cl)Cl (DCM). Conditions: time 1 hour. Product: NC1=CC(=C(C(=N1)C)CNC(=O)C1=NC(=NO1)CC1=CC=CC=C1)C (N-((6-amino-2,4-dimethylpyridin-3-yl)methyl)-3-benzyl-1,2,4-oxadiazole-5-carboxamide). RXN SMILES: C(OC(=O)[NH:7][C:8]1[CH:13]=[C:12]([CH3:14])[C:11]([CH2:15][NH:16][C:17]([C:19]2[O:23][N:22]=[C:21]([CH2:24][C:25]3[CH:30]=[CH:29][CH:28]=[CH:27][CH:26]=3)[N:20]=2)=[O:18])=[C:10]([CH3:31])[N:9]=1)(C)(C)C.C(O)(C(F)(F)F)=O>C(Cl)Cl>[NH2:7][C:8]1[N:9]=[C:10]([CH3:31])[C:11]([CH2:15][NH:16][C:17]([C:19]2[O:23][N:22]=[C:21]([CH2:24][C:25]3[CH:30]=[CH:29][CH:28]=[CH:27][CH:26]=3)[N:20]=2)=[O:18])=[C:12]([CH3:14])[CH:13]=1. Reported procedure: A mixture of (5-{[(3-Benzyl-[1,2,4]oxadiazole-5-carbonyl)-amino]-methyl}-4,6-dimethyl-pyridin-2-yl)-carbamic acid tert-butyl ester (65 mg, 0.09 mmol), 2 mL TFA and 4 mL DCM was stirred of room temperature for 1 h. The mixture was evaporated in vacuo and the residue was purified by prep HPLC (Macherey-Nagel Nucleosil 250×40 mm, 5 to 100% ACN and 0.1% TFA, flow 40ml/min). Aq. NaHCO3-solution was added to the product containing fractions and after evaporation the aq. layer was extracted with ethyl ... The reactants are O (water), [OH-].[K+] (potassium hydroxide), O (water), C(C(=O)O)(=O)O.C(C1=CC=CC=C1)(=O)OCCCN1CCC2=CC(=CC(=C12)C#N)C[C@@H](C)NCCOC1=C(C=CC=C1)OCC(F)(F)F (3-{7-Cyano-5-[(2R)-2-({2-[2-(2,2,2-trifluoroethoxy)-phenoxy]ethyl}amino)propyl]-2,3-dihydro-1H-indol-1-yl}-propyl benzoate monooxalate). Run in CO (methanol). Run at time 8 hour. The product is [OH-].[K+] (potassium hydroxide), OCCCN1CCC2=CC(=CC(=C12)C#N)C[C@@H](C)NCCOC1=C(C=CC=C1)OCC(F)(F)F (1-(3-hydroxypropyl)-5-[(2R)-2-({2-[2-(2,2,2-trifluoroethoxy)phenoxy]-ethyl}amino)propyl]-2,3-dihydro-1H-indole-7-carbonitrile). Isolated yield 110.6%. As a reaction SMILES: C(O)(=O)C(O)=[O:3].C([O:15][CH2:16][CH2:17][CH2:18][N:19]1[C:27]2[C:22](=[CH:23][C:24]([CH2:30][C@H:31]([NH:33][CH2:34][CH2:35][O:36][C:37]3[CH:42]=[CH:41][CH:40]=[CH:39][C:38]=3[O:43][CH2:44][C:45]([F:48])([F:47])[F:46])[CH3:32])=[CH:25][C:26]=2[C:28]#[N:29])[CH2:21][CH2:20]1)(=O)C1C=CC=CC=1.[OH-].[K+:50].O>CO>[OH-:3].[K+:50].[OH:15][CH2:16][CH2:17][CH2:18][N:19]1[C:27]2[C:22](=[CH:23][C:24]([CH2:30][C@H:31]([NH:33][CH2:34][CH2:35][O:36][C:37]3[CH:42]=[CH:41][CH:40]=[CH:39][C:38]=3[O:43][CH2:44][C:45]([F:48])([F:46])[F:47])[CH3:32])=[CH:25][C:26]=2[C:28]#[N:29])[CH2:21][CH2:20]1 |f:0.1,2.3,6.7|. Procedure details: 3-{7-Cyano-5-[(2R)-2-({2-[2-(2,2,2-trifluoroethoxy)-phenoxy]ethyl}amino)propyl]-2,3-dihydro-1H-indol-1-yl}-propyl benzoate monooxalate(10.0 g) was dissolved. in methanol (40 mL), then an aqueous potassium hydroxide solution, which was prepared from potassium hydroxide (2.93 g) and water (10 mL) was added little by little, and the mixture was stirred at room temperature for overnight. To the reaction mixture, water (150 mL) was added and extracted with ethyl acetate (150 mL and 50 mL) successivel... The reactants are CC(=O)OI1(C=2C=CC=CC2C(=O)O1)(OC(=O)C)OC(=O)C (Dess-Martin periodinane), ClC=1SC(=C(C1C(=O)N[C@@H](C)C1=CC=C(C(=O)OC)C=C1)C(O)C1=CC(=CC=C1)Cl)Cl (methyl 4-{(1S)-1-[({2,5-dichloro-4-[(3-chlorophenyl)(hydroxy)methyl]-3-thienyl}carbonyl)amino]ethyl}benzoate), C(=O)(O)[O-].[Na+] (NaHCO3), [O-]S(=O)(=S)[O-].[Na+].[Na+] (Na2S2O3). Solvent: C(Cl)Cl (CH2Cl2). Run at time 17 hour. Yields the product ClC=1SC(=C(C1C(=O)N[C@@H](C)C1=CC=C(C(=O)OC)C=C1)C(C1=CC(=CC=C1)Cl)=O)Cl (methyl 4-[(1S)-1-({[2,5-dichloro-4-(3-chlorobenzoyl)-3-thienyl]carbonyl}amino)ethyl]benzoate). RXN SMILES: CC(OI1(OC(C)=O)(OC(C)=O)OC(=O)C2C=CC=CC1=2)=O.[Cl:23][C:24]1[S:25][C:26]([Cl:53])=[C:27]([CH:44]([C:46]2[CH:51]=[CH:50][CH:49]=[C:48]([Cl:52])[CH:47]=2)[OH:45])[C:28]=1[C:29]([NH:31][C@H:32]([C:34]1[CH:43]=[CH:42][C:37]([C:38]([O:40][CH3:41])=[O:39])=[CH:36][CH:35]=1)[CH3:33])=[O:30].C([O-])(O)=O.[Na+].[O-]S([O-])(=S)=O.[Na+].[Na+]>C(Cl)Cl>[Cl:23][C:24]1[S:25][C:26]([Cl:53])=[C:27]([C:44](=[O:45])[C:46]2[CH:51]=[CH:50][CH:49]=[C:48]([Cl:52])[CH:47]=2)[C:28]=1[C:29]([NH:31][C@H:32]([C:34]1[CH:35]=[CH:36][C:37]([C:38]([O:40][CH3:41])=[O:39])=[CH:42][CH:43]=1)[CH3:33])=[O:30] |f:2.3,4.5.6|. Procedure: Dess-Martin periodinane (114 mg, 0.268 mmol) was added to methyl 4-{(1S)-1-[({2,5-dichloro-4-[(3-chlorophenyl)(hydroxy)methyl]-3-thienyl}carbonyl)amino]ethyl}benzoate from Example 9, Step 1 (89.0 mg, 0.178 mmol) in CH2Cl2 (1.5 mL). After 17 h, the suspension was poured in 20 mL of sat. NaHCO3 containing 7 eq of Na2S2O3 and stirred for 10 min., after which clear layers were obtained. The aqueous layer was extracted with CHCl3, and the combined organics were washed with 5% aq. NaHCO3, water and br...